Dataset: the Open Reaction Database (ORD), a public repository of structured organic reaction records. Task: describe an organic reaction: reactants, conditions, products, and yield The reactants are Cc1cccc2c(-c3cccc(N)c3)c(-c3ccccc3)nnc12, COC(=O)Cc1ccc(C=O)cc1, CC(=O)O, CN(C)C=O. The product is COC(=O)Cc1ccc(CNc2cccc(-c3c(-c4ccccc4)nnc4c(C)cccc34)c2)cc1. Reaction SMILES: [CH3:1][c:2]1[cH:3][cH:4][cH:5][c:6]2[c:7](-[c:18]3[cH:19][c:20]([NH2:24])[cH:21][cH:22][cH:23]3)[c:8](-[c:12]3[cH:13][cH:14][cH:15][cH:16][cH:17]3)[n:9][n:10][c:11]12.[CH3:25][O:26][C:27]([CH2:28][c:29]1[cH:30][cH:31][c:32]([CH:35]=[O:36])[cH:33][cH:34]1)=[O:37].[CH3:38][C:39](=[O:40])[OH:41].[O:42]=[CH:43][N:44]([CH3:45])[CH3:46]>>[CH3:1][c:2]1[cH:3][cH:4][cH:5][c:6]2[c:7](-[c:18]3[cH:19][c:20]([NH:24][CH2:35][c:32]4[cH:31][cH:30][c:29]([CH2:28][C:27]([O:26][CH3:25])=[O:37])[cH:34][cH:33]4)[cH:21][cH:22][cH:23]3)[c:8](-[c:12]3[cH:13][cH:14][cH:15][cH:16][cH:17]3)[n:9][n:10][c:11]12. The reactants are C(=O)(OCC1=CC=CC=C1)NC(NCCC[C@H](NC(C(C1=CC=CC=C1)C1=CC=CC=C1)=O)C(=O)N[C@@H](CO)C1=CC=CC=C1)=NC(=O)OCC1=CC=CC=C1 ((R)-Nω,Nω '-bis(Cbz)-N2 -(Diphenylacetyl)-(S)-N-(2-hydroxy-1-phenyl-ethyl)arginine amide), CC(=O)O (HOAc), Cl (HCl). Reagents/catalysts: [Pd] (Pd/C). Solvent: CO (MeOH). Yields the product Cl.C1(=CC=CC=C1)C(C(=O)N[C@@H](CCCNC(N)=N)C(=O)N[C@@H](CO)C1=CC=CC=C1)C1=CC=CC=C1 ((R)-N2 -(Diphenylacetyl)-(S)-N-(2-hydroxy-1-phenylethyl)arginine amide hydrochloride). RXN SMILES: C([NH:11][C:12](=[N:46]C(OCC1C=CC=CC=1)=O)[NH:13][CH2:14][CH2:15][CH2:16][C@@H:17]([C:34]([NH:36][C@H:37]([C:40]1[CH:45]=[CH:44][CH:43]=[CH:42][CH:41]=1)[CH2:38][OH:39])=[O:35])[NH:18][C:19](=[O:33])[CH:20]([C:27]1[CH:32]=[CH:31][CH:30]=[CH:29][CH:28]=1)[C:21]1[CH:26]=[CH:25][CH:24]=[CH:23][CH:22]=1)(OCC1C=CC=CC=1)=O.CC(O)=O.[ClH:61]>[Pd].CO>[ClH:61].[C:21]1([CH:20]([C:27]2[CH:32]=[CH:31][CH:30]=[CH:29][CH:28]=2)[C:19]([NH:18][C@H:17]([C:34]([NH:36][C@H:37]([C:40]2[CH:45]=[CH:44][CH:43]=[CH:42][CH:41]=2)[CH2:38][OH:39])=[O:35])[CH2:16][CH2:15][CH2:14][NH:13][C:12](=[NH:11])[NH2:46])=[O:33])[CH:22]=[CH:23][CH:24]=[CH:25][CH:26]=1 |f:5.6|. Procedure: Prepared according to the method described in Example 1(g) above from (R)-Nω,Nω '-bis(Cbz)-N2 -(diphenylacetyl)-(S)-N-(2-hydroxy-1-phenylethyl)-arginine amide (0.250 g; from step (e) above), 10% Pd/C (200 mg) and, instead of HOAc, 50 mL of MeOH with 1 mL of concentrated HCl, yielding 78 mg of the title compound. Reactants: C(N)(=O)CN1N=C(C=C1)NC(=O)C1=NC(=CC(=C1)C1=CC(=CC(=C1)F)F)C (4-(3,5-Difluorophenyl)-6-methyl-pyridine-2-carboxylic acid (1-carbamoylmethyl-1H-pyrazol-3-yl)-amide), O=P(Cl)(Cl)Cl (POCl3). Yields the product C(#N)CN1N=C(C=C1)NC(=O)C1=NC(=CC(=C1)C1=CC(=CC(=C1)F)F)C (4-(3,5-Difluoro-phenyl)-6-methyl-pyridine-2-carboxylic acid (1-cyanomethyl-1H-pyrazol-3-yl)-amide). Reaction SMILES: [C:1]([CH2:4][N:5]1[CH:9]=[CH:8][C:7]([NH:10][C:11]([C:13]2[CH:18]=[C:17]([C:19]3[CH:24]=[C:23]([F:25])[CH:22]=[C:21]([F:26])[CH:20]=3)[CH:16]=[C:15]([CH3:27])[N:14]=2)=[O:12])=[N:6]1)(=O)[NH2:2].O=P(Cl)(Cl)Cl>>[C:1]([CH2:4][N:5]1[CH:9]=[CH:8][C:7]([NH:10][C:11]([C:13]2[CH:18]=[C:17]([C:19]3[CH:24]=[C:23]([F:25])[CH:22]=[C:21]([F:26])[CH:20]=3)[CH:16]=[C:15]([CH3:27])[N:14]=2)=[O:12])=[N:6]1)#[N:2]. Reported procedure: The title compound, was prepared by treatment of 4-(3,5-Difluorophenyl)-6-methyl-pyridine-2-carboxylic acid (1-carbamoylmethyl-1H-pyrazol-3-yl)-amide with POCl3 in accordance with the general method of example 163, step 2 to yield the final compound as a white solid, MS (ISP): m/e=354.2 (M+H)+.